From a dataset of the Open Reaction Database (ORD), a public repository of structured organic reaction records. describe an organic reaction: reactants, conditions, products, and yield Starting materials: COc1ccccc1C=[N+]1CCCC1, [Cl-], c1ccc(-n2cccc2)cc1. Yields the product COc1ccccc1C(c1cccn1-c1ccccc1)N1CCCC1. Reaction SMILES: [CH3:13][O:14][c:15]1[c:16]([CH:17]=[N+:18]2[CH2:19][CH2:20][CH2:21][CH2:22]2)[cH:23][cH:24][cH:25][cH:26]1.[Cl-:12].[c:1]1(-[n:7]2[cH:8][cH:9][cH:10][cH:11]2)[cH:2][cH:3][cH:4][cH:5][cH:6]1>>[c:1]1(-[n:7]2[c:8]([CH:17]([c:16]3[c:15]([O:14][CH3:13])[cH:26][cH:25][cH:24][cH:23]3)[N:18]3[CH2:19][CH2:20][CH2:21][CH2:22]3)[cH:9][cH:10][cH:11]2)[cH:2][cH:3][cH:4][cH:5][cH:6]1. The reactants are FC1=C(C=CC=C1F)O (2,3-difluorophenol), BrCCCBr (1,3-dibromopropane). Product: BrCCCOC1=C(C(=CC=C1)F)F (1-(3-Bromopropoxy)-2,3-difluorobenzene). RXN SMILES: [F:1][C:2]1[C:7]([F:8])=[CH:6][CH:5]=[CH:4][C:3]=1[OH:9].[Br:10][CH2:11][CH2:12][CH2:13]Br>>[Br:10][CH2:11][CH2:12][CH2:13][O:9][C:3]1[CH:4]=[CH:5][CH:6]=[C:7]([F:8])[C:2]=1[F:1]. Procedure: Analogously to Example 91b, 2.00 g of 2,3-difluorophenol and 30.7 g of 1,3-dibromopropane are reacted. The title compound is obtained as a colourless oil. Rf=0.39 (1:10 EtOAc-heptane); Rt=4.82. Reactants: BrC1=CC=C(C=C1)C(C)C (1-bromo-4-isopropylbenzene), C(CCC)[Li] (n-butyllithium), CCCCCC (hexane), OC1=C(C=O)C(=CC(=C1)C)C (2-hydroxy-4,6-dimethylbenzaldehyde), Example 146. Solvent: O (water), C1CCOC1 (THF), C1CCOC1 (THF). Conditions: time 30 minute. Yields the product OC(C1=C(C=C(C=C1C)C)O)C1=CC=C(C=C1)C(C)C (2-(Hydroxy(4-isopropylphenyl)methyl)-3,5-dimethylphenol). Yield: 91.0%. As a reaction SMILES: Br[C:2]1[CH:7]=[CH:6][C:5]([CH:8]([CH3:10])[CH3:9])=[CH:4][CH:3]=1.C([Li])CCC.CCCCCC.[OH:22][C:23]1[CH:30]=[C:29]([CH3:31])[CH:28]=[C:27]([CH3:32])[C:24]=1[CH:25]=[O:26]>C1COCC1.O>[OH:26][CH:25]([C:2]1[CH:7]=[CH:6][C:5]([CH:8]([CH3:10])[CH3:9])=[CH:4][CH:3]=1)[C:24]1[C:27]([CH3:32])=[CH:28][C:29]([CH3:31])=[CH:30][C:23]=1[OH:22]. Procedure: To a solution of 1-bromo-4-isopropylbenzene (3.32 g, 16.7 mmol) in THF (30 mL) was added dropwise n-butyllithium (a 1.59 M hexane solution, 9.2 mL, 14.7 mmol) under argon atmosphere at −78° C. The reaction solution was stirred for 30 minutes, a solution of 2-hydroxy-4,6-dimethylbenzaldehyde obtained in Reference Example 146 (1.0 g, 6.7 mmol) in THF (10 mL) was added dropwise thereto at −78° C., and the mixture then was stirred for 30 minutes. The reaction solution was warmed to room temperature,... Reactants: C(C)(=O)OCCBr (2-bromoethyl acetate), [OH-].[Na+] (sodium hydroxide), [C@@H]1([C@H](O)[C@@H](O)[C@H](O)[C@H](O1)CO)OC1=NNC(=C1CC1=CC=C(C=C1)C1CC1)C (3-(β-D-glucopyranosyloxy)-5-methyl-4-[(4-cyclopropylphenyl)methyl]-1H-pyrazole), C([O-])([O-])=O.[Cs+].[Cs+] (cesium carbonate). The solvent is O (water), CN(C=O)C (N,N-dimethylformamide), CO (methanol). Conditions: time 2 hour. Yields the product [C@@H]1([C@H](O)[C@@H](O)[C@H](O)[C@H](O1)CO)OC1=NN(C(=C1CC1=CC=C(C=C1)C1CC1)C)CCO (3-(β-D-glucopyranosyloxy)-1-(2-hydroxyethyl)-5-methyl-4-[(4-cyclopropylphenyl)methyl]-1H-pyrazole). Reaction SMILES: [C@@H:1]1([O:12][C:13]2[C:17]([CH2:18][C:19]3[CH:24]=[CH:23][C:22]([CH:25]4[CH2:27][CH2:26]4)=[CH:21][CH:20]=3)=[C:16]([CH3:28])[NH:15][N:14]=2)[O:9][C@H:8]([CH2:10][OH:11])[C@@H:6]([OH:7])[C@H:4]([OH:5])[C@H:2]1[OH:3].C(=O)([O-])[O-].[Cs+].[Cs+].[C:35](OCCBr)(=[O:37])[CH3:36].[OH-].[Na+]>CN(C)C=O.CO.O>[C@@H:1]1([O:12][C:13]2[C:17]([CH2:18][C:19]3[CH:20]=[CH:21][C:22]([CH:25]4[CH2:27][CH2:26]4)=[CH:23][CH:24]=3)=[C:16]([CH3:28])[N:15]([CH2:36][CH2:35][OH:37])[N:14]=2)[O:9][C@H:8]([CH2:10][OH:11])[C@@H:6]([OH:7])[C@H:4]([OH:5])[C@H:2]1[OH:3] |f:1.2.3,5.6|. Procedure details: To a suspension of 3-(β-D-glucopyranosyloxy)-5-methyl-4-[(4-cyclopropylphenyl)methyl]-1H-pyrazole (33 mg) and cesium carbonate (138 mg) in N,N-dimethylformamide (1 mL) was added 2-bromoethyl acetate (0.035 mL) at 40° C., and the mixture was stirred for 2 hours. To the reaction mixture was added water, and the mixture was purified by solid phase extraction on ODS (washing solvent: distilled water, eluent: methanol). The obtained crude product was dissolved in methanol (1 mL), and to the solution ...